From a dataset of the Open Reaction Database (ORD), a public repository of structured organic reaction records. describe an organic reaction: reactants, conditions, products, and yield Procedure details: A solution of tert-butyl 6-((3R,4R)-3-(tert-butoxycarbonylamino)tetrahydro-2H-pyran-4-ylamino)-4-chloro-7-fluoro-3-oxo-1H-pyrrolo[3,4-c]pyridine-2(3H)-carboxylate (200 mg, 0.399 mmol), 2-(tributylstannyl)thieno[3,2-c]pyridine (339 mg, 0.798 mmol) and tetrakis(triphenylphosphine)palladium(0) (461 mg, 0.399 mmol) in toluene (3 mL) was heated to 120° C. via microwave irradiation for 30 minutes. After the solvent was removed, the crude product was purified by silica gel column chromatography, elutin... Reaction SMILES: [C:1]([O:5][C:6]([NH:8][C@@H:9]1[C@H:14]([NH:15][C:16]2[N:21]=[C:20](Cl)[C:19]3[C:23](=[O:33])[N:24]([C:26]([O:28][C:29]([CH3:32])([CH3:31])[CH3:30])=[O:27])[CH2:25][C:18]=3[C:17]=2[F:34])[CH2:13][CH2:12]O[CH2:10]1)=[O:7])([CH3:4])([CH3:3])[CH3:2].C([Sn](CCCC)(CCCC)[C:40]1[S:48][C:47]2[CH:46]=[CH:45][N:44]=[CH:43][C:42]=2[CH:41]=1)CCC.[C:57]1(C)C=CC=CC=1>C1C=CC([P]([Pd]([P](C2C=CC=CC=2)(C2C=CC=CC=2)C2C=CC=CC=2)([P](C2C=CC=CC=2)(C2C=CC=CC=2)C2C=CC=CC=2)[P](C2C=CC=CC=2)(C2C=CC=CC=2)C2C=CC=CC=2)(C2C=CC=CC=2)C2C=CC=CC=2)=CC=1>[C:1]([O:5][C:6]([NH:8][C@H:9]1[CH2:10][CH2:57][CH2:12][CH2:13][C@H:14]1[NH:15][C:16]1[N:21]=[C:20]([C:40]2[S:48][C:47]3[CH:46]=[CH:45][N:44]=[CH:43][C:42]=3[CH:41]=2)[C:19]2[C:23](=[O:33])[N:24]([C:26]([O:28][C:29]([CH3:30])([CH3:32])[CH3:31])=[O:27])[CH2:25][C:18]=2[C:17]=1[F:34])=[O:7])([CH3:2])([CH3:3])[CH3:4] |^1:67,69,88,107|. Yields the product C(C)(C)(C)OC(=O)N[C@@H]1[C@@H](CCCC1)NC1=C(C2=C(C(=N1)C1=CC=3C=NC=CC3S1)C(N(C2)C(=O)OC(C)(C)C)=O)F (tert-butyl 6-(((1R,2S)-2-((tert-butoxycarbonyl)amino)cyclohexyl)amino)-7-fluoro-3-oxo-4-(thieno[3,2-c]pyridin-2-yl)-1H-pyrrolo[3,4-c]pyridine-2(3H)-carboxylate). The reagents and catalysts are C=1C=CC(=CC1)[P](C=2C=CC=CC2)(C=3C=CC=CC3)[Pd]([P](C=4C=CC=CC4)(C=5C=CC=CC5)C=6C=CC=CC6)([P](C=7C=CC=CC7)(C=8C=CC=CC8)C=9C=CC=CC9)[P](C=1C=CC=CC1)(C=1C=CC=CC1)C=1C=CC=CC1 (tetrakis(triphenylphosphine)palladium(0)). The reactants are C(C)(C)(C)OC(=O)N[C@H]1COCC[C@H]1NC1=C(C2=C(C(=N1)Cl)C(N(C2)C(=O)OC(C)(C)C)=O)F (tert-butyl 6-((3R,4R)-3-(tert-butoxycarbonylamino)tetrahydro-2H-pyran-4-ylamino)-4-chloro-7-fluoro-3-oxo-1H-pyrrolo[3,4-c]pyridine-2(3H)-carboxylate), C(CCC)[Sn](C1=CC=2C=NC=CC2S1)(CCCC)CCCC (2-(tributylstannyl)thieno[3,2-c]pyridine), C1(=CC=CC=C1)C (toluene). The reactants are ClC=1C=C(C=O)C=CC1OC(F)(F)F (3-chloro-4-(trifluoromethoxy)benzaldehyde), CC(C)(C)[S@@](=O)N ((R)-2-methylpropane-2-sulfinamide), C1CCOC1 (THF). The reagents and catalysts are C(C)O[Ti](OCC)(OCC)OCC (tetraethoxytitanium). Run in O (water). Reaction conditions: temperature 65 celsius. Product: ClC=1C=C(\C=N\[S@](=O)C(C)(C)C)C=CC1OC(F)(F)F ((R,E)-N-(3-chloro-4-(trifluoromethoxy)benzylidene)-2-methylpropane-2-sulfinamide). The yield is 96.6%. As a reaction SMILES: [Cl:1][C:2]1[CH:3]=[C:4]([CH:7]=[CH:8][C:9]=1[O:10][C:11]([F:14])([F:13])[F:12])[CH:5]=O.[CH3:15][C:16]([S@:19]([NH2:21])=[O:20])([CH3:18])[CH3:17].C1COCC1>C(O[Ti](OCC)(OCC)OCC)C.O>[Cl:1][C:2]1[CH:3]=[C:4]([CH:7]=[CH:8][C:9]=1[O:10][C:11]([F:14])([F:13])[F:12])/[CH:5]=[N:21]/[S@@:19]([C:16]([CH3:18])([CH3:17])[CH3:15])=[O:20]. Procedure: To a solution of 3-chloro-4-(trifluoromethoxy)benzaldehyde (2.8 g, 12 mmol) and (R)-2-methylpropane-2-sulfinamide (2.7 g, 22 mmol) and THF (25 mL) at RT was added tetraethoxytitanium (9.3 mL, 45 mmol) and the reaction was heated to 65° C. for 12 h. The reaction was cooled to RT, water (100 mL) was added and the solids were filtered and discarded. The filtrate was extracted with EtOAc, the organic fraction was dried, filtered, and concentrated in vacuo. The crude product was purified by SiO2 chro... Reactants: CO, COC(=O)C=Cc1cncc(OC)c1. The product is COC(=O)CCc1cncc(OC)c1. Reaction SMILES: [CH3:15][OH:16].[CH3:1][O:2][c:3]1[cH:4][c:5]([CH:9]=[CH:10][C:11](=[O:12])[O:13][CH3:14])[cH:6][n:7][cH:8]1>>[CH3:1][O:2][c:3]1[cH:4][c:5]([CH2:9][CH2:10][C:11](=[O:12])[O:13][CH3:14])[cH:6][n:7][cH:8]1. The reactants are CI (MeI), [Li+].CC(C)[N-]C(C)C (LDA), C(C)(C)(C)OC(CCC(=O)O)=O (succinic acid mono-tert-butyl ester). Solvent: C1CCOC1 (THF), C1CCOC1 (THF). Conditions: temperature -20 celsius, time 30 minute. Yields the product C(C)(C)(C)OC(C(CC(=O)O)C)=O (2-methyl-succinic acid 1-tert-butyl ester). As a reaction SMILES: [Li+].[CH3:2]C([N-]C(C)C)C.[C:9]([O:13][C:14](=[O:20])[CH2:15][CH2:16][C:17]([OH:19])=[O:18])([CH3:12])([CH3:11])[CH3:10].CI>C1COCC1>[C:9]([O:13][C:14](=[O:20])[CH:15]([CH3:2])[CH2:16][C:17]([OH:19])=[O:18])([CH3:12])([CH3:10])[CH3:11] |f:0.1|. Procedure details: To a stirred solution of LDA (6.3 mmol, 2M in hexane) in THF (5 mL) at −78° C. is added a solution of succinic acid mono-tert-butyl ester (523 mg, 3 mmol) in THF (2 mL) dropwise. After the addition, the mixture is warmed to −20° C. slowly and stirred at −20° C. for 30 minutes. The solution is re-cooled to −78° C. and MeI (511 mg, 3.6 mmol) is added dropwise. The mixture is warmed to room temperature and stirred for 18 hours. The mixture is quenched with water and extracted with ethyl acetate. Th... Product: COC1=CN=C2C(=CC=NC2=C1)N(C1=CC=C(C=C1)NC1=NN=C(C2=CC=CC=C12)C1=CC=CC=C1)C (N1-(7-methoxy-1,5-naphthyridin-4-yl)-N1-methyl-N4-(4-phenylphthalazin-1-yl)benzene-1,4-diamine). Reactants: COC1=CN=C2C(=CC=NC2=C1)N(C1=CC=C(C=C1)N)C (N1-(7-methoxy-1,5-naphthyridin-4-yl)-N1-methylbenzene-1,4-diamine), ClC1=NN=C(C2=CC=CC=C12)C1=CC=CC=C1 (1-chloro-4-phenylphthalazine). Run at temperature 100 celsius. RXN SMILES: [CH3:1][O:2][C:3]1[CH:12]=[C:11]2[C:6]([C:7]([N:13]([CH3:21])[C:14]3[CH:19]=[CH:18][C:17]([NH2:20])=[CH:16][CH:15]=3)=[CH:8][CH:9]=[N:10]2)=[N:5][CH:4]=1.Cl[C:23]1[C:32]2[C:27](=[CH:28][CH:29]=[CH:30][CH:31]=2)[C:26]([C:33]2[CH:38]=[CH:37][CH:36]=[CH:35][CH:34]=2)=[N:25][N:24]=1>>[CH3:1][O:2][C:3]1[CH:12]=[C:11]2[C:6]([C:7]([N:13]([CH3:21])[C:14]3[CH:19]=[CH:18][C:17]([NH:20][C:23]4[C:32]5[C:27](=[CH:28][CH:29]=[CH:30][CH:31]=5)[C:26]([C:33]5[CH:38]=[CH:37][CH:36]=[CH:35][CH:34]=5)=[N:25][N:24]=4)=[CH:16][CH:15]=3)=[CH:8][CH:9]=[N:10]2)=[N:5][CH:4]=1. Procedure: A mixture of N1-(7-methoxy-1,5-naphthyridin-4-yl)-N1-methylbenzene-1,4-diamine (0.061 g, 0.22 mmol) and 1-chloro-4-phenylphthalazine (0.052 g, 0.22 mmol) was heated at 100° C. for 48 h. The solvent was removed in vacuo and the residue was purified by silica gel chromatography using 1-10% MeOH:CH2Cl2 containing 1% NH4OH to afford N1-(7-methoxy-1,5-naphthyridin-4-yl)-N1-methyl-N4-(4-phenylphthalazin-1-yl)benzene-1,4-diamine as a yellow solid. Starting materials: ClC1=C(C(=O)C#N)C=CC=C1Cl (2,3-dichlorobenzoyl cyanide), C(O)(O)=O.NNC(=N)N (aminoguanidine bicarbonate), N (ammonia), [N+](=O)(O)[O-] (nitric acid). Run in CS(=O)C (dimethylsulphoxide). Reaction conditions: time 3 hour. Yields the product NC=1N=NC(=C(N1)N)C1=C(C(=CC=C1)Cl)Cl (3,5-diamino-(2,3-dichlorophenyl)-1,2,4-triazine). The yield is 16.6%. Reaction SMILES: [Cl:1][C:2]1[C:11]([Cl:12])=[CH:10][CH:9]=[CH:8][C:3]=1[C:4]([C:6]#[N:7])=O.C(=O)(O)O.[NH2:17][NH:18][C:19]([NH2:21])=[NH:20].[N+]([O-])(O)=O.N>CS(C)=O>[NH2:20][C:19]1[N:18]=[N:17][C:4]([C:3]2[CH:8]=[CH:9][CH:10]=[C:11]([Cl:12])[C:2]=2[Cl:1])=[C:6]([NH2:7])[N:21]=1 |f:1.2|. Procedure: A solution of 2,3-dichlorobenzoyl cyanide (32 g, 0.16M) in dimethylsulphoxide (80 ml) was added dropwise to a stirred suspension of aminoguanidine bicarbonate (81.67 g. 0.6M) which had been treated with 8N aqueous nitric acid (400 ml) at a temperature of ca 25° C. The mixture was stirred for 3 hours, then left to stand at room temperature for 7 days. The cooled mixture was stirred and basified with 0.880 aqueous ammonia (400 ml) at 20° C., then stirred with ice cooling for 30 minutes. The result... Starting materials: NC(CCC(=O)OC)C1=C(C=CC=C1OC)OC (methyl 4-amino-4-(2,6-dimethoxyphenyl)butanoate), C1(=CC(=CC=C1)C=O)C1=CC=CC=C1 ([1,1′-biphenyl]-3-carbaldehyde). Yields the product C1(=CC(=CC=C1)CN1C(CCC1C1=C(C=CC=C1OC)OC)=O)C1=CC=CC=C1 (1-([1,1′-biphenyl]-3-ylmethyl)-5-(2,6-dimethoxyphenyl)pyrrolidin-2-one). RXN SMILES: [NH2:1][CH:2]([C:9]1[C:14]([O:15][CH3:16])=[CH:13][CH:12]=[CH:11][C:10]=1[O:17][CH3:18])[CH2:3][CH2:4][C:5]([O:7]C)=O.[C:19]1([C:27]2[CH:32]=[CH:31][CH:30]=[CH:29][CH:28]=2)[CH:24]=[CH:23][CH:22]=[C:21]([CH:25]=O)[CH:20]=1>>[C:19]1([C:27]2[CH:28]=[CH:29][CH:30]=[CH:31][CH:32]=2)[CH:24]=[CH:23][CH:22]=[C:21]([CH2:25][N:1]2[CH:2]([C:9]3[C:14]([O:15][CH3:16])=[CH:13][CH:12]=[CH:11][C:10]=3[O:17][CH3:18])[CH2:3][CH2:4][C:5]2=[O:7])[CH:20]=1. Reported procedure: Prepared according to the described general procedure 2 (GP2) by reaction of methyl 4-amino-4-(2,6-dimethoxyphenyl)butanoate with commercially available [1,1′-biphenyl]-3-carbaldehyde. Subsequent purification by preparative HPLC afforded the target compound. LC-MS (conditions A): tR=0.91 min.; [M+H]+: 388.11 g/mol.